Dataset: the Open Reaction Database (ORD), a public repository of structured organic reaction records. Task: describe an organic reaction: reactants, conditions, products, and yield Starting materials: NC=1C=NC2=CC(=CN=C2C1NCC(C)(C)NC(OC(C)(C)C)=O)Br (tert-butyl 2-[(3-amino-7-bromo[1,5]naphthyridin-4-yl)amino]-1,1-dimethylethylcarbamate), C(C)OCC(=O)Cl (ethoxyacetyl chloride), NC1=NC=2C=C(C=NC2C2=C1N=C(N2CC(C)(O)C)COCC)Br (1-[4-amino-7-bromo-2-(ethoxymethyl)-1H-imidazo[4,5-c][1,5]naphthyridin-1-yl]-2-methylpropan-2-ol). The solvent is C(C)#N (acetonitrile), C(C)#N (acetonitrile). Product: Cl.BrC1=CN=C2C(=C(C=NC2=C1)NC(COCC)=O)NCC(C)(C)NC(OC(C)(C)C)=O (tert-butyl 2-({7-bromo-3-[(ethoxyacetyl)amino][1,5]naphthyridin-4-yl}amino)-1,1-dimethylethylcarbamate hydrochloride). Yield: 66.9%. As a reaction SMILES: NC1C2N=C(COCC)N(CC(C)(O)C)C=2C2N=CC(Br)=CC=2N=1.[NH2:25][C:26]1[CH:27]=[N:28][C:29]2[C:34]([C:35]=1[NH:36][CH2:37][C:38]([NH:41][C:42](=[O:48])[O:43][C:44]([CH3:47])([CH3:46])[CH3:45])([CH3:40])[CH3:39])=[N:33][CH:32]=[C:31]([Br:49])[CH:30]=2.[CH2:50]([O:52][CH2:53][C:54]([Cl:56])=[O:55])[CH3:51]>C(#N)C>[ClH:56].[Br:49][C:31]1[CH:30]=[C:29]2[C:34]([C:35]([NH:36][CH2:37][C:38]([NH:41][C:42](=[O:48])[O:43][C:44]([CH3:47])([CH3:46])[CH3:45])([CH3:40])[CH3:39])=[C:26]([NH:25][C:54](=[O:55])[CH2:53][O:52][CH2:50][CH3:51])[CH:27]=[N:28]2)=[N:33][CH:32]=1 |f:4.5|. Procedure details: The method described in Part C of the preparation of 1-[4-amino-7-bromo-2-(ethoxymethyl)-1H-imidazo[4,5-c][1,5]naphthyridin-1-yl]-2-methylpropan-2-ol was used to treat tert-butyl 2-[(3-amino-7-bromo[1,5]naphthyridin-4-yl)amino]-1,1-dimethylethylcarbamate (64.0 g, 0.156 mol) with ethoxyacetyl chloride (21.0 g, 0.171 mol) in acetonitrile (640 mL). At the completion of the reaction, additional acetonitrile (200 mL) was added, and the solid product was isolated by filtration, washed with a small vol... Starting materials: CSC=1NC=CC1[N+](=O)[O-] (2-methylthio-3-nitropyrrole), OO (hydrogen peroxide). The solvent is C(C)(=O)O (acetic acid). Yields the product CS(=O)C=1NC=CC1[N+](=O)[O-] (2-methylsulphinyl-3-nitropyrrole). Reaction SMILES: [CH3:1][S:2][C:3]1[NH:4][CH:5]=[CH:6][C:7]=1[N+:8]([O-:10])=[O:9].[OH:11]O>C(O)(=O)C>[CH3:1][S:2]([C:3]1[NH:4][CH:5]=[CH:6][C:7]=1[N+:8]([O-:10])=[O:9])=[O:11]. Procedure: A solution of 2-methylthio-3-nitropyrrole (2.5 g, 0.016 mol) in glacial acetic acid (70 ml) and hydrogen peroxide (2 ml, 0.017 mol, 100 vol) was heated at 60° for 41/2 hours. The solvent was removed in vacuo (after first checking that no peroxide remained), and the residue was recrystallised from propan-2-ol to give 2-methylsulphinyl-3-nitropyrrole (2.3 g, 85% m.p. 162°-164°. Yield: 23.7%. Procedure: The mixture of 5-[2-bromo-4-(2,4-dichlorophenyl)-1,3-thiazol-5-yl]-4H-1,2,4-triazol-3-amine (0.0300 g, 0.0767 mmol), methyl [4-(trimethylstannyl)pyridin-2-yl]carbamate (0.0362 g, 0.115 mmol), Lithium chloride (9.76 mg, 0.230 mmol), Copper(I) iodide (7.0 mg, 0.037 mmol) and Tetrakis(triphenylphosphine)palladium(0) (7.0 mg, 0.0060 mmol) in dry 1,4-Dioxane (4.0 mL, 51 mmol) was purged with N2 for 5 min, heated to reflux (120° C.) under N2 atmosphere for 3 hours, cooled to r.t. . . . . The mixture w... The reactants are BrC=1SC(=C(N1)C1=C(C=C(C=C1)Cl)Cl)C=1NC(=NN1)N (5-[2-bromo-4-(2,4-dichlorophenyl)-1,3-thiazol-5-yl]-4H-1,2,4-triazol-3-amine), C[Sn](C1=CC(=NC=C1)NC(OC)=O)(C)C (methyl [4-(trimethylstannyl)pyridin-2-yl]carbamate), [Cl-].[Li+] (Lithium chloride), O1CCOCC1 (1,4-Dioxane). As a reaction SMILES: Br[C:2]1[S:3][C:4]([C:15]2[NH:16][C:17]([NH2:20])=[N:18][N:19]=2)=[C:5]([C:7]2[CH:12]=[CH:11][C:10]([Cl:13])=[CH:9][C:8]=2[Cl:14])[N:6]=1.C[Sn](C)(C)[C:23]1[CH:28]=[CH:27][N:26]=[C:25]([NH:29][C:30](=[O:33])[O:31][CH3:32])[CH:24]=1.[Cl-].[Li+].O1CCOCC1>[Cu]I.C1C=CC([P]([Pd]([P](C2C=CC=CC=2)(C2C=CC=CC=2)C2C=CC=CC=2)([P](C2C=CC=CC=2)(C2C=CC=CC=2)C2C=CC=CC=2)[P](C2C=CC=CC=2)(C2C=CC=CC=2)C2C=CC=CC=2)(C2C=CC=CC=2)C2C=CC=CC=2)=CC=1>[NH2:20][C:17]1[NH:16][C:15]([C:4]2[S:3][C:2]([C:23]3[CH:28]=[CH:27][N:26]=[C:25]([NH:29][C:30](=[O:33])[O:31][CH3:32])[CH:24]=3)=[N:6][C:5]=2[C:7]2[CH:12]=[CH:11][C:10]([Cl:13])=[CH:9][C:8]=2[Cl:14])=[N:19][N:18]=1 |f:2.3,^1:49,51,70,89|. The product is NC=1NC(=NN1)C1=C(N=C(S1)C1=CC(=NC=C1)NC(OC)=O)C1=C(C=C(C=C1)Cl)Cl (methyl {4-[5-(5-amino-4H-1,2,4-triazol-3-yl)-4-(2,4-dichlorophenyl)-1,3-thiazol-2-yl]pyridin-2-yl}carbamate). Reaction conditions: temperature 120 celsius. The reagents and catalysts are [Cu]I (Copper(I) iodide), C=1C=CC(=CC1)[P](C=2C=CC=CC2)(C=3C=CC=CC3)[Pd]([P](C=4C=CC=CC4)(C=5C=CC=CC5)C=6C=CC=CC6)([P](C=7C=CC=CC7)(C=8C=CC=CC8)C=9C=CC=CC9)[P](C=1C=CC=CC1)(C=1C=CC=CC1)C=1C=CC=CC1 (Tetrakis(triphenylphosphine)palladium(0)). Reaction SMILES: [CH3:1][N:2]1[CH:6]2[CH2:7][CH:8]([O:10][CH:11]([C:18]3[CH:23]=[CH:22][C:21]([Cl:24])=[CH:20][CH:19]=3)[C:12]3[CH:17]=[CH:16][CH:15]=[CH:14][CH:13]=3)[CH2:9][CH:3]1[CH2:4][CH2:5]2.[ClH:25].[CH:26]1[CH:31]=[CH:30][C:29]([CH2:32][C:33]([NH:35][C:36]2[CH:41]=[C:40]([NH2:42])[CH:39]=[CH:38][C:37]=2[OH:43])=[O:34])=[CH:28][CH:27]=1>>[CH3:1][N:2]1[CH:6]2[CH2:7][CH:8]([O:10][CH:11]([C:18]3[CH:23]=[CH:22][C:21]([Cl:24])=[CH:20][CH:19]=3)[C:12]3[CH:17]=[CH:16][CH:15]=[CH:14][CH:13]=3)[CH2:9][CH:3]1[CH2:4][CH2:5]2.[ClH:25].[CH:26]1[CH:27]=[CH:28][C:29]([CH2:32][C:33]([NH:35][C:36]2[CH:41]=[C:40]([NH2:42])[CH:39]=[CH:38][C:37]=2[OH:43])=[O:34])=[CH:30][CH:31]=1 |f:0.1,3.4.5|. Reactants: CN1C2CCC1CC(C2)OC(C3=CC=CC=C3)C4=CC=C(C=C4)Cl.Cl (FC-1), C1=CC=C(C=C1)CC(=O)NC2=C(C=CC(=C2)N)O (AM-4). Yields the product CN1C2CCC1CC(C2)OC(C3=CC=CC=C3)C4=CC=C(C=C4)Cl.Cl.C1=CC=C(C=C1)CC(=O)NC2=C(C=CC(=C2)N)O (FC-1 AM-4). Procedure: According to the procedure for preparing FC-1/AM-1, but substituting AM-4 for AM-1, 50 g (41.29 mmol) of FC-1 was combined with 4.80 g (20.64 mmol) of AM-4 and concentrated to provide FC-1/AM-4, nominal molecular weight 2590.4, nominal equivalent weight=647.6 g/mol. Reactants: IC1=CC=C(C=C1)C1=CC=CC=C1 (4-iodobiphenyl), C(CC#C)O (but-3-yn-1-ol). The reagents and catalysts are C=1C=CC(=CC1)[P](C=2C=CC=CC2)(C=3C=CC=CC3)[Pd]([P](C=4C=CC=CC4)(C=5C=CC=CC5)C=6C=CC=CC6)([P](C=7C=CC=CC7)(C=8C=CC=CC8)C=9C=CC=CC9)[P](C=1C=CC=CC1)(C=1C=CC=CC1)C=1C=CC=CC1 ((PPh3)4Pd), [Cu]I (CuI). The solvent is CCN(CC)CC (Et3N), C(Cl)Cl (CH2Cl2). Reaction conditions: temperature 23 celsius, time 3 hour. Product: EtOAc-hexanes, C1(=CC=C(C=C1)C#CCCO)C1=CC=CC=C1 (4-(Biphenyl-4-yl)but-3-yn-1-ol). Isolated yield 86.8%. Reaction SMILES: I[C:2]1[CH:7]=[CH:6][C:5]([C:8]2[CH:13]=[CH:12][CH:11]=[CH:10][CH:9]=2)=[CH:4][CH:3]=1.[CH2:14]([OH:18])[CH2:15][C:16]#[CH:17]>CCN(CC)CC.C(Cl)Cl.C1C=CC([P]([Pd]([P](C2C=CC=CC=2)(C2C=CC=CC=2)C2C=CC=CC=2)([P](C2C=CC=CC=2)(C2C=CC=CC=2)C2C=CC=CC=2)[P](C2C=CC=CC=2)(C2C=CC=CC=2)C2C=CC=CC=2)(C2C=CC=CC=2)C2C=CC=CC=2)=CC=1.[Cu]I>[C:5]1([C:8]2[CH:13]=[CH:12][CH:11]=[CH:10][CH:9]=2)[CH:6]=[CH:7][C:2]([C:17]#[C:16][CH2:15][CH2:14][OH:18])=[CH:3][CH:4]=1 |^1:32,34,53,72|. Procedure: A sample of 4-iodobiphenyl (400 mg, 1.40 mmol) and (PPh3)4Pd (32 mg, 0.02 mmol) were dissolved in Et3N (6 mL) and stirred at 23° C. for 15 min before CuI (13.5 mg, 0.071 mmol) and but-3-yn-1-ol (0.129 mL, 1.71 mmol) were added. The reaction mixture was stirred at 23° C. for 3 h and then diluted with CH2Cl2, washed with saturated aqueous NH4Cl and saturated aqueous NaCl, and dried over Na2SO4. Evaporation in vacuo yielded the crude product. Flash chromatography (SiO2, 20% EtOAc-hexanes) afforded ... Reactants: C(C)(=O)OC1(COC2=C(OC1)C=CC(=C2)NC(=O)OCC)CN(C(C)=O)C(C)C (3-Acetoxy-3-(N-acetylisopropylaminomethyl)-7-carbethoxyamino-3,4-dihydro-2H-1,5-benzodioxepin), [OH-].[Na+] (sodium hydroxide), Cl (hydrochloric acid), C(C)O (ethanol). The solvent is O (water). Yields the product OC1(COC2=C(OC1)C=CC(=C2)NC(=O)OCC)CNC(C)C (3-hydroxy-3-isopropylaminomethyl-7-carbethoxyamino-3,4-dihydro-2H-1,5-benzodioxepin). RXN SMILES: C([O:4][C:5]1([CH2:22][N:23]([CH:27]([CH3:29])[CH3:28])C(=O)C)[CH2:11][O:10][C:9]2[CH:12]=[CH:13][C:14]([NH:16][C:17]([O:19][CH2:20][CH3:21])=[O:18])=[CH:15][C:8]=2[O:7][CH2:6]1)(=O)C.Cl.C(O)C.[OH-].[Na+]>O>[OH:4][C:5]1([CH2:22][NH:23][CH:27]([CH3:28])[CH3:29])[CH2:11][O:10][C:9]2[CH:12]=[CH:13][C:14]([NH:16][C:17]([O:19][CH2:20][CH3:21])=[O:18])=[CH:15][C:8]=2[O:7][CH2:6]1 |f:3.4|. Procedure: 3-Acetoxy-3-(N-acetylisopropylaminomethyl)-7-carbethoxyamino-3,4-dihydro-2H-1,5-benzodioxepin (4.1 g., 10 millimoles) is warmed five hours at 40°C. with 6 ml. of concentrated hydrochloric acid and 34 ml. of ethanol. The solution is cooled, taken to the basic side with sodium hydroxide, diluted with water, and extracted with diethyl ether to give 3-hydroxy-3-isopropylaminomethyl-7-carbethoxyamino-3,4-dihydro-2H-1,5-benzodioxepin. Reactants: [BH4-], CC(=O)O, CS(=O)(=O)Nc1ccc([N+](=O)[O-])cc1C(=O)c1ccc(F)cc1F, [Na+], C1CCOC1, O. Yields the product CS(=O)(=O)Nc1ccc([N+](=O)[O-])cc1C(O)c1ccc(F)cc1F. Reaction SMILES: [BH4-:1].[CH3:27][C:28](=[O:29])[OH:30].[F:3][c:4]1[c:5]([C:6](=[O:7])[c:8]2[c:9]([NH:10][S:11](=[O:12])(=[O:13])[CH3:14])[cH:15][cH:16][c:17]([N+:19](=[O:20])[O-:21])[cH:18]2)[cH:22][cH:23][c:24]([F:26])[cH:25]1.[Na+:2].[O:32]1[CH2:33][CH2:34][CH2:35][CH2:36]1.[OH2:31]>>[F:3][c:4]1[c:5]([CH:6]([OH:7])[c:8]2[c:9]([NH:10][S:11](=[O:12])(=[O:13])[CH3:14])[cH:15][cH:16][c:17]([N+:19](=[O:20])[O-:21])[cH:18]2)[cH:22][cH:23][c:24]([F:26])[cH:25]1. The reactants are OCCOC(C=C)=O (hydroxyethylacrylate), CC(C)(C)C1=C(C=CC(=C1)O)O (MTBHQ), CN(CCCCCCN(C)C)C (N, N, N′, N′-tetramethyl-1,6-hexane diamine), CCCCCCCCCCCC(=O)O[Sn](CCCC)(CCCC)OC(=O)CCCCCCCCCCC (DBTL), hydroxy polyester, C(CCCCCN=C=O)N=C=O (hexamethylene diisocyanate). Solvent: C1(=CC=CC=C1)C (toluene). Conditions: temperature 70 celsius. Product: C(C=C)(=O)O.NC(=O)OCC (urethane acrylate). As a reaction SMILES: OCC[O:4][C:5](=[O:8])[CH:6]=[CH2:7].CC(C1[CH:18]=[C:17]([OH:19])C=CC=1O)(C)C.CN(C)CCCCCCN(C)C.CCCCCCCCCCCC(O[Sn](OC(CCCCCCCCCCC)=O)(CCCC)CCCC)=O.C(N=C=O)CCCCC[N:76]=[C:77]=[O:78]>C1(C)C=CC=CC=1>[C:5]([OH:8])(=[O:4])[CH:6]=[CH2:7].[NH2:76][C:77]([O:19][CH2:17][CH3:18])=[O:78] |f:6.7|. Reported procedure: Under a flow of nitrogen, 200 g of hydroxy polyester (Uralac ZW 3896 P) were dissolved in 300 g of toluene at 100° C. Then, 39.5 g hydroxyethylacrylate, 0.3 g MTBHQ, 0.30 g N, N, N′, N′-tetramethyl-1,6-hexane diamine and 0.03 g DBTL were added. The solution was cooled to 70° C., and 58.7 g of hexamethylene diisocyanate was added in 2.5 hours. Thirty minutes after the addition was finished, the toluene was removed by vacuum distillation at 125° C. to yield solid urethane acrylate. RXN SMILES: [C:27]([CH3:28])(=[O:29])[O:30][C:31](=[O:32])[CH3:33].[Cl:1][c:2]1[cH:3][cH:4][c:5]([C:8]2([OH:26])[CH2:9][CH2:10][N:11]([CH2:14][CH2:15][CH2:16][C:17](=[O:18])[c:19]3[cH:20][cH:21][c:22]([F:25])[cH:23][cH:24]3)[CH2:12][CH2:13]2)[cH:6][cH:7]1.[OH2:34].[cH:35]1[cH:36][cH:37][n:38][cH:39][cH:40]1>>[Cl:1][c:2]1[cH:3][cH:4][c:5]([C:8]2([O:26][C:27]([CH3:28])=[O:29])[CH2:9][CH2:10][N:11]([CH2:14][CH2:15][CH2:16][C:17](=[O:18])[c:19]3[cH:20][cH:21][c:22]([F:25])[cH:23][cH:24]3)[CH2:12][CH2:13]2)[cH:6][cH:7]1. Reactants: CC(=O)OC(C)=O, O=C(CCCN1CCC(O)(c2ccc(Cl)cc2)CC1)c1ccc(F)cc1, O, c1ccncc1. Yields the product CC(=O)OC1(c2ccc(Cl)cc2)CCN(CCCC(=O)c2ccc(F)cc2)CC1. Reactants: C1(=CC=CC=C1)C (toluene), OC1=CC=C(C=C1)C1=CC=C(C=C1)OCCCCCCCCCC (4-hydroxy-4'-n-decyloxybiphenyl), C1(=CC=CC=C1)C (toluene), CC(CC1=CC=C(C(=O)Cl)C=C1)CC ((+)-p-(2-methylbutyl)benzoyl chloride). The solvent is N1=CC=CC=C1 (pyridine). Product: C(CCCCCCCCC)OC1=CC=C(C=C1)C1=CC=C(C=C1)OC(C1=CC=C(C=C1)CC(CC)C)=O (4-n-decyloxy-4'-(p-(2-methylbutyl)benzoyloxy)biphenyl). Yield: 39.1%. RXN SMILES: [OH:1][C:2]1[CH:7]=[CH:6][C:5]([C:8]2[CH:13]=[CH:12][C:11]([O:14][CH2:15][CH2:16][CH2:17][CH2:18][CH2:19][CH2:20][CH2:21][CH2:22][CH2:23][CH3:24])=[CH:10][CH:9]=2)=[CH:4][CH:3]=1.[CH3:25][CH:26]([CH2:37][CH3:38])[CH2:27][C:28]1[CH:36]=[CH:35][C:31]([C:32](Cl)=[O:33])=[CH:30][CH:29]=1.C1(C)C=CC=CC=1>N1C=CC=CC=1>[CH2:15]([O:14][C:11]1[CH:12]=[CH:13][C:8]([C:5]2[CH:4]=[CH:3][C:2]([O:1][C:32](=[O:33])[C:31]3[CH:35]=[CH:36][C:28]([CH2:27][CH:26]([CH3:25])[CH2:37][CH3:38])=[CH:29][CH:30]=3)=[CH:7][CH:6]=2)=[CH:9][CH:10]=1)[CH2:16][CH2:17][CH2:18][CH2:19][CH2:20][CH2:21][CH2:22][CH2:23][CH3:24]. Reported procedure: This 4-hydroxy-4'-n-decyloxybiphenyl (0.5 g) was dissolved in dry pyridine (20 ml), followed by dropwise adding to the solution, commercially available (+)-p-(2-methylbutyl)benzoyl chloride (0.4 g), further pouring dry toluene (15 ml) in the mixture, sufficiently shaking at room temperature, further heating on a water bath at 60° C. for 3 hours, cooling down to room temperature, adding toluene (50 ml), twice washing with 6N hydrochloric acid (100 ml), further twice washing with a 2N alkali aqueo...